From a dataset of the Open Reaction Database (ORD), a public repository of structured organic reaction records. describe an organic reaction: reactants, conditions, products, and yield Reactants: COCCC1=C(N=CS1)C (5-(2-methoxyethyl)-4-methylthiazole), FC(C(=O)OCC)(F)F (ethyl trifluoroacetate). The product is COCCC1=C(N=C(S1)C(C(F)(F)F)=O)C (5-(2-Methoxyethyl)-4-methyl-2-trifluoroacetylthiazole). RXN SMILES: [CH3:1][O:2][CH2:3][CH2:4][C:5]1[S:9][CH:8]=[N:7][C:6]=1[CH3:10].[F:11][C:12]([F:19])([F:18])[C:13](OCC)=[O:14]>>[CH3:1][O:2][CH2:3][CH2:4][C:5]1[S:9][C:8]([C:13](=[O:14])[C:12]([F:19])([F:18])[F:11])=[N:7][C:6]=1[CH3:10]. Procedure: From 5-(2-methoxyethyl)-4-methylthiazole and ethyl trifluoroacetate, following the procedure of Preparation 1. Starting materials: BrCCCC(C#N)(C(C)C)C1=CC(=C(C=C1)OC)OC (5-Bromo-2-(3,4-dimethoxyphenyl)-2-isopropylpentanenitrile), CNCCC=1C=C(C=C(C(=O)OC)C1)C(=O)OC (Dimethyl 5-(2-(methylamino)ethyl)isophthalate). Yields the product C(#N)C(CCCN(CCC=1C=C(C=C(C(=O)OC)C1)C(=O)OC)C)(C(C)C)C1=CC(=C(C=C1)OC)OC (Dimethyl 5-(2-((4-cyano-4-(3,4-dimethoxyphenyl)-5-methylhexyl)(methyl)amino)ethyl)isophthalate). Reaction SMILES: Br[CH2:2][CH2:3][CH2:4][C:5]([C:11]1[CH:16]=[CH:15][C:14]([O:17][CH3:18])=[C:13]([O:19][CH3:20])[CH:12]=1)([CH:8]([CH3:10])[CH3:9])[C:6]#[N:7].[CH3:21][NH:22][CH2:23][CH2:24][C:25]1[CH:26]=[C:27]([C:35]([O:37][CH3:38])=[O:36])[CH:28]=[C:29]([CH:34]=1)[C:30]([O:32][CH3:33])=[O:31]>>[C:6]([C:5]([C:11]1[CH:16]=[CH:15][C:14]([O:17][CH3:18])=[C:13]([O:19][CH3:20])[CH:12]=1)([CH:8]([CH3:10])[CH3:9])[CH2:4][CH2:3][CH2:2][N:22]([CH3:21])[CH2:23][CH2:24][C:25]1[CH:34]=[C:29]([C:30]([O:32][CH3:33])=[O:31])[CH:28]=[C:27]([CH:26]=1)[C:35]([O:37][CH3:38])=[O:36])#[N:7]. Procedure: Reaction of 1f with 2i produced 3ai. MS found M+H=511. The oxalate salt of 3ai was recrystallized from hexane/ethyl acetate; mp 100-103° C. The reactants are CCOC(=O)COc1ccc(C=Cc2nc3c(c(=O)n(CC)c(=O)n3CC)n2C)cc1, CCO, Cl, [Li+], C1CCOC1, [OH-], O, O. Product: CCn1c(=O)c2c(nc(C=Cc3ccc(OCC(=O)O)cc3)n2C)n(CC)c1=O. As a reaction SMILES: [CH2:1]([CH3:2])[O:3][C:4](=[O:5])[CH2:6][O:7][c:8]1[cH:9][cH:10][c:11]([CH:12]=[CH:13][c:14]2[n:15][c:16]3[n:17]([CH2:28][CH3:29])[c:18](=[O:27])[n:19]([CH2:25][CH3:26])[c:20](=[O:24])[c:21]3[n:22]2[CH3:23])[cH:30][cH:31]1.[CH3:41][CH2:42][OH:43].[ClH:35].[Li+:34].[O:36]1[CH2:37][CH2:38][CH2:39][CH2:40]1.[OH-:33].[OH2:32].[OH2:44]>>[O:3]=[C:4]([OH:5])[CH2:6][O:7][c:8]1[cH:9][cH:10][c:11]([CH:12]=[CH:13][c:14]2[n:15][c:16]3[n:17]([CH2:28][CH3:29])[c:18](=[O:27])[n:19]([CH2:25][CH3:26])[c:20](=[O:24])[c:21]3[n:22]2[CH3:23])[cH:30][cH:31]1. Starting materials: C1CCC(CC1)N=C=NC2CCCCC2 (DCC), C(Cl)(Cl)Cl (CHCl3), C(C(Cl)Cl)(O)Cl (trichloroethanol), N1([C@H](C(=O)O)CCC1)C(=O)OC(C)(C)C (Boc-Pro-OH), C(Cl)(Cl)Cl (CHCl3). Reagents/catalysts: CN(C)C=1C=CN=CC1 (DMAP). Product: N1([C@H](C(=O)OCC(Cl)(Cl)Cl)CCC1)C(=O)OC(C)(C)C (Boc-Pro-OTce). As a reaction SMILES: [N:1]1([C:9]([O:11][C:12]([CH3:15])([CH3:14])[CH3:13])=[O:10])[CH2:8][CH2:7][CH2:6][C@H:2]1[C:3]([OH:5])=[O:4].C1CCC(N=C=NC2CCCCC2)CC1.[CH:31](Cl)(O)[CH:32]([Cl:34])[Cl:33].C(Cl)(Cl)[Cl:38]>CN(C1C=CN=CC=1)C>[N:1]1([C:9]([O:11][C:12]([CH3:15])([CH3:14])[CH3:13])=[O:10])[CH2:8][CH2:7][CH2:6][C@H:2]1[C:3]([O:5][CH2:31][C:32]([Cl:34])([Cl:38])[Cl:33])=[O:4]. Procedure: Boc-Pro-OH (6.46 g, 30.0 mmol) in a 300 ml short neck flask was dissolved in distilled CHCl3 (80 ml). DCC (6.82 g, 33.0 mmol) dissolved in advance in a minimum quantity of distilled CHCl3 in ice bath with stirring was added thereto, and trichloroethanol (3.50 ml, 37.0 mmol) and DMAP (0.38 g, 3.0 mmol) was further added, and the mixture was stirred in an ice bath for 2 hours and at room temperature all day. After filter-out of DCUrea, the filtrate was subjected to vacuum concentration. The residu... The reactants are C(C)(C)(C)O[C@H](C(=O)O)C1=C(C2=C(N=C(S2)C=2C=C3C(=NN(C3=CC2)C)C2CC2)C=C1C)C1=CC=C(C=C1)Cl ((S)-2-tert-butoxy-2-(7-(4-chlorophenyl)-2-(3-cyclopropyl-1-methyl-1H-indazol-5-yl)-5-methylbenzo[d]thiazol-6-yl)acetic acid), BrC1=CC2=C(N(N=C2C=C1)C)C (5-bromo-2,3-dimethyl-2H-indazole). The product is C(C)(C)(C)O[C@H](C(=O)O)C1=C(C2=C(N=C(S2)C2=CC3=C(N(N=C3C=C2)C)C)C=C1C)C1=CC=C(C=C1)Cl ((S)-2-tert-butoxy-2-(7-(4-chlorophenyl)-2-(2,3-dimethyl-2H-indazol-5-yl)-5-methylbenzo[d]thiazol-6-yl)acetic acid). Reaction SMILES: [C:1]([O:5][C@@H:6]([C:10]1[C:31]([CH3:32])=[CH:30][C:13]2[N:14]=[C:15]([C:17]3[CH:18]=[C:19]4[C:23](=[CH:24]C=3)[N:22]([CH3:26])[N:21]=[C:20]4[CH:27]3[CH2:29]C3)[S:16][C:12]=2[C:11]=1[C:33]1[CH:38]=[CH:37][C:36]([Cl:39])=[CH:35][CH:34]=1)[C:7]([OH:9])=[O:8])([CH3:4])([CH3:3])[CH3:2].BrC1C=CC2C(=C(C)N(C)N=2)C=1>>[C:1]([O:5][C@@H:6]([C:10]1[C:31]([CH3:32])=[CH:30][C:13]2[N:14]=[C:15]([C:17]3[CH:29]=[CH:27][C:20]4[C:19](=[C:23]([CH3:24])[N:22]([CH3:26])[N:21]=4)[CH:18]=3)[S:16][C:12]=2[C:11]=1[C:33]1[CH:34]=[CH:35][C:36]([Cl:39])=[CH:37][CH:38]=1)[C:7]([OH:9])=[O:8])([CH3:4])([CH3:3])[CH3:2]. Procedure: prepared in a similar manner as the preparation of (S)-2-tert-butoxy-2-(7-(4-chlorophenyl)-2-(3-cyclopropyl-1-methyl-1H-indazol-5-yl)-5-methylbenzo[d]thiazol-6-yl)acetic acid except using 5-bromo-2,3-dimethyl-2H-indazole instead of 5-bromo-3-cyclopropyl-1-methyl-1H-indazole. LCMS-ESI+: calc'd for C29H28ClN3O3S: 534.2, 536.2 (M+H+); Found: 534.2, 536.2 (M+H+). 1H NMR (400 MHz, CD3OD): δ 8.37 (s, 1H), 7.99 (dd, J=9.1, 1.7 Hz, 1H), 7.82 (s, 1H), 7.76-7.66 (m, 1H), 7.66-7.50 (m, J=9.1, 4.8 Hz, 4H), ... The reactants are CN(C)C(=O)N1CCN(C(=O)OC(C)(C)C)CC1, CCOC(C)=O, ClCc1ccnc(Cl)c1, Cl, [K+], [K+], O=C([O-])[O-], CN(C)C=O. Product: CN(C)C(=O)N1CCN(Cc2ccnc(Cl)c2)CC1. RXN SMILES: [C:1]([O:2][C:3]([CH3:4])([CH3:5])[CH3:6])(=[O:7])[N:8]1[CH2:9][CH2:10][N:11]([C:14]([N:15]([CH3:16])[CH3:17])=[O:18])[CH2:12][CH2:13]1.[CH3:20][CH2:21][O:22][C:23]([CH3:24])=[O:25].[Cl:26][c:27]1[n:28][cH:29][cH:30][c:31]([CH2:33][Cl:34])[cH:32]1.[ClH:19].[K+:35].[K+:36].[O-:37][C:38]([O-:39])=[O:40].[O:41]=[CH:42][N:43]([CH3:44])[CH3:45]>>[CH2:1]([N:8]1[CH2:9][CH2:10][N:11]([C:14]([N:15]([CH3:16])[CH3:17])=[O:18])[CH2:12][CH2:13]1)[c:31]1[cH:30][cH:29][n:28][c:27]([Cl:26])[cH:32]1. The reactants are C[O-].[Na+] (sodium methylate), ester, Cl (hydrochloric acid), COC(CCCC(C)=O)=O (5-oxohexanoic acid methyl ester). Run in C(C)OCCOCCOCC (diethylene glycol diethyl ether). The product is C1(=CC=CC=C1)O (phenol), C1(O)=CC(O)=CC=C1 (resorcinol). Reaction SMILES: C[O-].[Na+].CO[C:6](=[O:13])[CH2:7][CH2:8][CH2:9][C:10](=[O:12])[CH3:11].Cl>C(OCCOCCOCC)C>[C:6]1([OH:13])[CH:7]=[CH:8][CH:9]=[CH:10][CH:11]=1.[C:6]1([CH:7]=[CH:8][CH:9]=[C:10]([OH:12])[CH:11]=1)[OH:13] |f:0.1|. Procedure details: A 1 liter four-necked flask, provided with mechanical stirrer, dropping funnel, thermometer and reflux condenser was charged with a mixture of 30 grams of sodium methylate and 400 grams of diethylene glycol diethyl ether. During the course of 1 hour at 25° C 48 grams of 5-oxohexanoic acid methyl ester were uniformly added. When the ester addition was terminated, gas chromatographic analysis indicated that the ester had completely reacted. Next, the reaction mixture was acidified to pH 3.5 by add... Reactants: BrC1=C(C(=O)O)C=CC(=C1)C=1C=2N(N=C(C1C(=O)OCC)C)C(=CC2)CC (2-bromo-4-[3-(ethoxycarbonyl)-7-ethyl-2-methylpyrrolo[1,2-b]pyridazin-4-yl]benzoic acid). The solvent is O1CCCC1 (tetrahydrofuran). Run at time 2 hour. The product is BrC=1C=C(C=CC1CO)C=1C=2N(N=C(C1C(=O)OCC)C)C(=CC2)CC (ethyl 4-[3-bromo-4-(hydroxymethyl)phenyl]-7-ethyl-2-methylpyrrolo[1,2-b]pyridazine-3-carboxylate). The yield is 112.0%. RXN SMILES: [Br:1][C:2]1[CH:10]=[C:9]([C:11]2[C:12]3[N:13]([C:23]([CH2:26][CH3:27])=[CH:24][CH:25]=3)[N:14]=[C:15]([CH3:22])[C:16]=2[C:17]([O:19][CH2:20][CH3:21])=[O:18])[CH:8]=[CH:7][C:3]=1[C:4](O)=[O:5]>O1CCCC1>[Br:1][C:2]1[CH:10]=[C:9]([C:11]2[C:12]3[N:13]([C:23]([CH2:26][CH3:27])=[CH:24][CH:25]=3)[N:14]=[C:15]([CH3:22])[C:16]=2[C:17]([O:19][CH2:20][CH3:21])=[O:18])[CH:8]=[CH:7][C:3]=1[CH2:4][OH:5]. Reported procedure: To a solution of 2-bromo-4-[3-(ethoxycarbonyl)-7-ethyl-2-methylpyrrolo[1,2-b]pyridazin-4-yl]benzoic acid (50.0 mg) in tetrahydrofuran (1 mL) was added a solution of 1 M borane-tetrahydrofuran complex (0.348 mL) in an ice bath. After stirring for 2 hours at room temperature, additional solution of the borane-tetrahydrofuran complex (0.348 mL) was added. The mixture was stirred for 15 hours at room temperature. The mixture was partitioned between ethyl acetate and 1 N hydrochloric acid. The organi...